From a dataset of the Open Reaction Database (ORD), a public repository of structured organic reaction records. describe an organic reaction: reactants, conditions, products, and yield Starting materials: CC(=O)[O-], CON, Cl, CC(=O)COc1c(-c2ccc(S(C)(=O)=O)cc2)cnn(-c2ccc(F)c(F)c2)c1=O, [Na+], C1COCCO1, O, O, O, O. Yields the product CON=C(C)COc1c(-c2ccc(S(C)(=O)=O)cc2)cnn(-c2ccc(F)c(F)c2)c1=O. RXN SMILES: [C:38]([O-:39])(=[O:40])[CH3:41].[CH3:32][O:33][NH2:34].[ClH:31].[F:1][c:2]1[cH:3][c:4](-[n:9]2[n:10][cH:11][c:12](-[c:21]3[cH:22][cH:23][c:24]([S:27](=[O:28])(=[O:29])[CH3:30])[cH:25][cH:26]3)[c:13]([O:16][CH2:17][C:18]([CH3:19])=[O:20])[c:14]2=[O:15])[cH:5][cH:6][c:7]1[F:8].[Na+:42].[O:44]1[CH2:45][CH2:46][O:47][CH2:48][CH2:49]1.[OH2:35].[OH2:36].[OH2:37].[OH2:43]>>[F:1][c:2]1[cH:3][c:4](-[n:9]2[n:10][cH:11][c:12](-[c:21]3[cH:22][cH:23][c:24]([S:27](=[O:28])(=[O:29])[CH3:30])[cH:25][cH:26]3)[c:13]([O:16][CH2:17][C:18]([CH3:19])=[N:34][O:33][CH3:32])[c:14]2=[O:15])[cH:5][cH:6][c:7]1[F:8]. Starting materials: BrC=1C=C2C(CCNC2=NC1)O (6-Bromo-1,2,3,4-tetrahydro-[1,8]naphthyridin-4-ol), CN1CCN(CC1)C(=O)C1=CC=C(C=C1)B1OC(C(O1)(C)C)(C)C ((4-methyl-piperazin-1-yl)-[4-(4,4,5,5-tetramethyl-[1,3,2]dioxaborolan-2-yl)-phenyl]methanone). Solvent: CO.C(C)(=O)OCC (methanol ethyl acetate). Yields the product OC1C=2C=C(C=NC2NCC1)C1=CC=C(C=C1)C(=O)N1CCN(CC1)C ([4-(5-Hydroxy-5,6,7,8-tetrahydro-[1,8]naphthyridin-3-yl)phenyl]-(4-methyl-piperazin-1-yl)methanone). Yield: 49.0%. Reaction SMILES: Br[C:2]1[CH:3]=[C:4]2[C:9](=[N:10][CH:11]=1)[NH:8][CH2:7][CH2:6][CH:5]2[OH:12].[CH3:13][N:14]1[CH2:19][CH2:18][N:17]([C:20]([C:22]2[CH:27]=[CH:26][C:25](B3OC(C)(C)C(C)(C)O3)=[CH:24][CH:23]=2)=[O:21])[CH2:16][CH2:15]1>CO.C(OCC)(=O)C>[OH:12][CH:5]1[CH2:6][CH2:7][NH:8][C:9]2[N:10]=[CH:11][C:2]([C:25]3[CH:24]=[CH:23][C:22]([C:20]([N:17]4[CH2:18][CH2:19][N:14]([CH3:13])[CH2:15][CH2:16]4)=[O:21])=[CH:27][CH:26]=3)=[CH:3][C:4]1=2 |f:2.3|. Procedure details: 6-Bromo-1,2,3,4-tetrahydro-[1,8]naphthyridin-4-ol (300 mg) was reacted with (4-methyl-piperazin-1-yl)-[4-(4,4,5,5-tetramethyl-[1,3,2]dioxaborolan-2-yl)-phenyl]methanone (450 mg) as in General Procedure 13. Basic alumina chromatography using a gradient of 0-10% methanol/ethyl acetate as the eluting solvent gave the title compound as a white foam (49% yield). LCMS: m/z=353 (M+H+), 1H-NMR (DMSO-d6, 400 MHz) δ 1.78 (m, 1H), 2.19 (s, 3H), 2.32 (bs, 4H), 3.27 (m, 1H), 3.36 (m, 1H), 3.50 (bs, 4H), 4.65... The reactants are O=C([O-])[O-], O=C(N1CCc2c(F)cc(Cl)c(O)c2CC1)C(F)(F)F, Fc1ccc(CBr)cc1, [K+], [K+], CN(C)C=O. The product is O=C(N1CCc2c(F)cc(Cl)c(OCc3ccc(F)cc3)c2CC1)C(F)(F)F. Reaction SMILES: [C:21](=[O:22])([O-:23])[O-:24].[Cl:1][c:2]1[c:3]([OH:20])[c:4]2[c:5]([c:17]([F:19])[cH:18]1)[CH2:6][CH2:7][N:8]([C:11]([C:12]([F:13])([F:14])[F:15])=[O:16])[CH2:9][CH2:10]2.[F:27][c:28]1[cH:29][cH:30][c:31]([CH2:32][Br:33])[cH:34][cH:35]1.[K+:25].[K+:26].[O:36]=[CH:37][N:38]([CH3:39])[CH3:40]>>[Cl:1][c:2]1[c:3]([O:20][CH2:32][c:31]2[cH:30][cH:29][c:28]([F:27])[cH:35][cH:34]2)[c:4]2[c:5]([c:17]([F:19])[cH:18]1)[CH2:6][CH2:7][N:8]([C:11]([C:12]([F:13])([F:14])[F:15])=[O:16])[CH2:9][CH2:10]2.